describe an organic reaction: reactants, conditions, products, and yield From a dataset of the Open Reaction Database (ORD), a public repository of structured organic reaction records. Reaction conditions: time 20 minute. RXN SMILES: C([O:3][C:4](=[O:35])[C:5]([CH3:34])([O:23][C:24]1[CH:29]=[CH:28][C:27]([C:30]([F:33])([F:32])[F:31])=[CH:26][CH:25]=1)[CH2:6][C:7]1[CH:12]=[CH:11][C:10]([O:13][CH2:14][CH2:15][CH:16]2[CH2:20][NH:19][C:18](=[O:21])[N:17]2[CH3:22])=[CH:9][CH:8]=1)C.[H-].[Na+].[CH3:38][C:39]1[CH:40]=[C:41]([CH:44]=[CH:45][C:46]=1[CH3:47])[CH2:42]Cl>CN(C=O)C.CCOCC.Cl>[CH3:38][C:39]1[CH:40]=[C:41]([CH:44]=[CH:45][C:46]=1[CH3:47])[CH2:42][N:19]1[CH2:20][CH:16]([CH2:15][CH2:14][O:13][C:10]2[CH:9]=[CH:8][C:7]([CH2:6][C:5]([CH3:34])([O:23][C:24]3[CH:25]=[CH:26][C:27]([C:30]([F:33])([F:31])[F:32])=[CH:28][CH:29]=3)[C:4]([OH:3])=[O:35])=[CH:12][CH:11]=2)[N:17]([CH3:22])[C:18]1=[O:21] |f:1.2|. The solvent is CCOCC (Et2O), Cl (HCl), CN(C)C=O (DMF). Starting materials: [H-].[Na+] (NaH), C(C)OC(C(CC1=CC=C(C=C1)OCCC1N(C(NC1)=O)C)(OC1=CC=C(C=C1)C(F)(F)F)C)=O (2-Methyl-3-{4-[2-(3-methyl-2-oxo-imidazolidin-4-yl)-ethoxy]-phenyl}-2-(4-trifluoromethyl-phenoxy)-propionic acid ethyl ester), CC=1C=C(CCl)C=CC1C (3,4-dimethylbenzyl chloride). Yield: 56.0%. Yields the product CC=1C=C(CN2C(N(C(C2)CCOC2=CC=C(C=C2)CC(C(=O)O)(OC2=CC=C(C=C2)C(F)(F)F)C)C)=O)C=CC1C (3-(4-{2-[1-(3,4-Dimethyl-benzyl)-3-methyl-2-oxo-imidazolidin-4-yl]-ethoxy}-phenyl)-2-methyl-2-(4-trifluoromethyl-phenoxy)-propionic acid). Reported procedure: To a mixture of 80 mg of 2-Methyl-3-{4-[2-(3-methyl-2-oxo-imidazolidin-4-yl)-ethoxy]-phenyl}-2-(4-trifluoromethyl-phenoxy)-propionic acid ethyl ester in 5 mL of dry DMF at 0° C. under an atmosphere of nitrogen, 16 mg of NaH (0.40 mmol) is added. The resulting solution is allowed to stand at r.t. for 20 min. Then 0.06 mL of 3,4-dimethylbenzyl chloride is added and resulting mixture is allowed to stand at r.t. for overnight. Reaction mixture is diluted with Et2O and 1N HCl. Organic layer is then w... Starting materials: C(CCC)[Li] (n-butyllithium), C(C)(C)(C)NS(=O)(=O)C1CC1 (N-(tert-butyl)cyclopropanesulfonamide), C1CCOC1 (THF), CN(C=O)C (N,N-dimethylformamide). Run in hexanes, CCOC(=O)C (EtOAc). Run at temperature -78 celsius, time 30 minute. The product is C(C)(C)(C)NS(=O)(=O)C1(CC1)C=O (N-(tert-butyl)-1-formylcyclopropane-1-sulfonamide), solid. The yield is 77.0%. Reaction SMILES: [C:1]([NH:5][S:6]([CH:9]1[CH2:11][CH2:10]1)(=[O:8])=[O:7])([CH3:4])([CH3:3])[CH3:2].C1C[O:15][CH2:14]C1.C([Li])CCC.CN(C)C=O>CCOC(C)=O>[C:1]([NH:5][S:6]([C:9]1([CH:14]=[O:15])[CH2:11][CH2:10]1)(=[O:8])=[O:7])([CH3:4])([CH3:2])[CH3:3]. Procedure: To a round-bottom flask equipped with a stir bar was added N-(tert-butyl)cyclopropanesulfonamide (10.0 g, 56.4 mmol) and THF (220 mL). The flask was placed under a nitrogen atmosphere and the solution was then cooled to −78° C. To the stirred solution was added dropwise over 10 minutes n-butyllithium (46.3 mL, 2.5M in hexanes). The resulting solution was stirred at −78° C. for 30 mins and then the cold bath was removed and the solution was allowed to warm to room temperature temperature with sti... Starting materials: C[O-], CO, C[N+](=O)[O-], [Na+], CCOC(=O)N1CCC(=O)CC1. Yields the product CCOC(=O)N1CCC(O)(C[N+](=O)[O-])CC1. RXN SMILES: [CH3:17][O-:18].[CH3:20][OH:21].[N+:13](=[O:14])([O-:15])[CH3:16].[Na+:19].[O:1]=[C:2]1[CH2:3][CH2:4][N:5]([C:8](=[O:9])[O:10][CH2:11][CH3:12])[CH2:6][CH2:7]1>>[OH:1][C:2]1([CH2:16][N+:13](=[O:14])[O-:15])[CH2:3][CH2:4][N:5]([C:8](=[O:9])[O:10][CH2:11][CH3:12])[CH2:6][CH2:7]1. The reactants are Cc1ccc([N+](=O)[O-])c(Cl)n1, C#CC(C)(O)C1CCNCC1. Product: C#CC(C)(O)C1CCN(c2nc(C)ccc2[N+](=O)[O-])CC1. Reaction SMILES: [Cl:12][c:13]1[n:14][c:15]([CH3:22])[cH:16][cH:17][c:18]1[N+:19](=[O:20])[O-:21].[NH:1]1[CH2:2][CH2:3][CH:4]([C:7]([CH3:8])([C:9]#[CH:10])[OH:11])[CH2:5][CH2:6]1>>[N:1]1([c:13]2[n:14][c:15]([CH3:22])[cH:16][cH:17][c:18]2[N+:19](=[O:20])[O-:21])[CH2:2][CH2:3][CH:4]([C:7]([CH3:8])([C:9]#[CH:10])[OH:11])[CH2:5][CH2:6]1. Starting materials: CCOc1ccc(N)cc1, CN(C)c1ccccc1, ClC(Cl)Cl, O=C(O)c1c(Cl)ccc([N+](=O)[O-])c1Cl. The product is CCOc1ccc(Nc2c([N+](=O)[O-])ccc(Cl)c2C(=O)O)cc1. RXN SMILES: [CH3:1][CH2:2][O:3][c:4]1[cH:5][cH:6][c:7]([NH2:10])[cH:8][cH:9]1.[CH3:25][N:26]([c:27]1[cH:28][cH:29][cH:30][cH:31][cH:32]1)[CH3:33].[CH:34]([Cl:35])([Cl:36])[Cl:37].[Cl:11][c:12]1[c:13]([C:14](=[O:15])[OH:16])[c:17]([Cl:24])[cH:18][cH:19][c:20]1[N+:21](=[O:22])[O-:23]>>[CH3:1][CH2:2][O:3][c:4]1[cH:5][cH:6][c:7]([NH:10][c:12]2[c:13]([C:14](=[O:15])[OH:16])[c:17]([Cl:24])[cH:18][cH:19][c:20]2[N+:21](=[O:22])[O-:23])[cH:8][cH:9]1.